Dataset: the Open Reaction Database (ORD), a public repository of structured organic reaction records. Task: describe an organic reaction: reactants, conditions, products, and yield The reactants are Cc1ccc(NC(=O)C(O)C(CC(F)(F)F)NC(=O)OC(C)(C)C)c(C)c1, ClCCl. Product: Cc1ccc(NC(=O)C(=O)C(CC(F)(F)F)NC(=O)OC(C)(C)C)c(C)c1. As a reaction SMILES: [C:1]([CH3:2])([CH3:3])([CH3:4])[O:5][C:6](=[O:7])[NH:8][CH:9]([CH:10]([C:11](=[O:12])[NH:13][c:14]1[c:15]([CH3:21])[cH:16][c:17]([CH3:20])[cH:18][cH:19]1)[OH:22])[CH2:23][C:24]([F:25])([F:26])[F:27].[Cl:28][CH2:29][Cl:30]>>[C:1]([CH3:2])([CH3:3])([CH3:4])[O:5][C:6](=[O:7])[NH:8][CH:9]([C:10]([C:11](=[O:12])[NH:13][c:14]1[c:15]([CH3:21])[cH:16][c:17]([CH3:20])[cH:18][cH:19]1)=[O:22])[CH2:23][C:24]([F:25])([F:26])[F:27]. Starting materials: O=C([O-])O, CP(C)(=O)O, CCN(C(C)C)C(C)C, CC(C)(O)c1ccc(-c2cc(C(N)=O)c(Nc3cccc(CO)n3)s2)c(F)c1, [Na+], CN(C)C=O. Yields the product CC(C)(O)c1ccc(-c2cc(C(N)=O)c(Nc3cccc(COP(C)(C)=O)n3)s2)c(F)c1. Reaction SMILES: [C:43](=[O:44])([OH:45])[O-:46].[CH3:29][P:30]([OH:31])(=[O:32])[CH3:33].[CH:34]([N:35]([CH2:36][CH3:37])[CH:38]([CH3:39])[CH3:40])([CH3:41])[CH3:42].[F:1][c:2]1[c:3](-[c:12]2[cH:13][c:14]([C:26](=[O:27])[NH2:28])[c:15]([NH:17][c:18]3[n:19][c:20]([CH2:24][OH:25])[cH:21][cH:22][cH:23]3)[s:16]2)[cH:4][cH:5][c:6]([C:8]([CH3:9])([CH3:10])[OH:11])[cH:7]1.[Na+:47].[O:48]=[CH:49][N:50]([CH3:51])[CH3:52]>>[F:1][c:2]1[c:3](-[c:12]2[cH:13][c:14]([C:26](=[O:27])[NH2:28])[c:15]([NH:17][c:18]3[n:19][c:20]([CH2:24][O:25][P:30]([CH3:29])(=[O:31])[CH3:33])[cH:21][cH:22][cH:23]3)[s:16]2)[cH:4][cH:5][c:6]([C:8]([CH3:9])([CH3:10])[OH:11])[cH:7]1. Reactants: N#CC1=CCC2(CCCC2)CC1, CCO, O, O=S(=O)(O)O. The product is CCOC(=O)C1=CCC2(CCCC2)CC1. Reaction SMILES: [CH2:1]1[CH2:2][CH2:3][CH2:4][C:5]12[CH2:6][CH:7]=[C:8]([C:11]#[N:12])[CH2:9][CH2:10]2.[CH3:19][CH2:20][OH:21].[OH2:18].[S:13](=[O:14])(=[O:15])([OH:16])[OH:17]>>[CH2:1]1[CH2:2][CH2:3][CH2:4][C:5]12[CH2:6][CH:7]=[C:8]([C:11](=[O:18])[O:21][CH2:20][CH3:19])[CH2:9][CH2:10]2. The reactants are S(O)(O)(=O)=O (sulfuric acid), OC1=CC=C2C=C(NC2=C1)C(=O)O (6-hydroxy-1H-indole-2-carboxylic acid), CO (methanol), [OH-].[K+] (potassium hydroxide). Solvent: O (water). The product is OC1=CC=C2C=C(NC2=C1)C(=O)OC (methyl 6-hydroxy-1H-indole-2-carboxylate). As a reaction SMILES: S(=O)(=O)(O)O.[OH:6][C:7]1[CH:15]=[C:14]2[C:10]([CH:11]=[C:12]([C:16]([OH:18])=[O:17])[NH:13]2)=[CH:9][CH:8]=1.[OH-].[K+].[CH3:21]O>O>[OH:6][C:7]1[CH:15]=[C:14]2[C:10]([CH:11]=[C:12]([C:16]([O:18][CH3:21])=[O:17])[NH:13]2)=[CH:9][CH:8]=1 |f:2.3|. Procedure details: 0.144 ml (2.70 mmol) of concentrated sulfuric acid is added, at ambient temperature, to a solution of 5.98 g (33.75 mmol) of 6-hydroxy-1H-indole-2-carboxylic acid in 350 ml of methanol. The mixture is refluxed for 9 days and the reaction mixture is then concentrated to dryness under reduced pressure. The residue obtained is taken up in water and alkalinized to pH9 with a 38% potassium hydroxide solution, and the product is then extracted 6 times with ethyl acetate. The organic phases are combine... Run in C1CCOC1 (THF), C1CCOC1 (THF). Reaction SMILES: [CH3:1]CCCCC.C([Li])CCC.[CH3:12][O:13][C:14]1[CH:15]=[CH:16][C:17]2[O:23][CH2:22][C:21]3[N:24]=[CH:25][CH:26]=[CH:27][C:20]=3[C:19](=O)[C:18]=2[CH:29]=1.[Cl-].[NH4+].C(OCC)(=O)C>[Br-].C[P+](C1C=CC=CC=1)(C1C=CC=CC=1)C1C=CC=CC=1.C1COCC1>[CH3:12][O:13][C:14]1[CH:15]=[CH:16][C:17]2[O:23][CH2:22][C:21]3[N:24]=[CH:25][CH:26]=[CH:27][C:20]=3[C:19](=[CH2:1])[C:18]=2[CH:29]=1 |f:0.1,3.4,6.7|. Reagents/catalysts: [Br-].C[P+](C1=CC=CC=C1)(C1=CC=CC=C1)C1=CC=CC=C1 (methyltriphenylphosphonium bromide). The product is COC=1C=CC2=C(C(C3=C(CO2)N=CC=C3)=C)C1 (5,11-dihydro-7-methoxy-5-methylenepyrido[2,3-c][1]benzoxepine). Conditions: temperature 0 celsius, time 3 hour. Reactants: COC=1C=CC2=C(C(C3=C(CO2)N=CC=C3)=O)C1 (5,11-dihydro-7-methoxypyrido[2,3-c][1]benzoxepin-5-one), [Cl-].[NH4+] (ammonium chloride), C(C)(=O)OCC (ethyl acetate), CCCCCC.C(CCC)[Li] (n-butyl lithium hexane). Procedure: To a solution of methyltriphenylphosphonium bromide (2.2 g) in THF (20 ml) was added 1.6M n-butyl lithium hexane solution (2.9 ml) at 0° C. for 30 minutes. To the reaction mixture cooled to 0° C. was added 5,11-dihydro-7-methoxypyrido[2,3-c][1]benzoxepin-5-one (1.0 g) dropwise as THF solution (5 ml), and the mixture was warmed to room temperature, and stirred for 3 hours. Aqueous ammonium chloride and ethyl acetate were added to the reaction mixture, the organic layer was separated and washed wi... The reactants are C(CC)S(=O)(=O)Cl (n-propanesulfonyl chloride), CC1=C2CCCS(C2=CC=C1C(=O)C=1C=NN(C1O)CC)(=O)=O (5-methyl-6-(1-ethyl-5-hydroxypyrazol-4-yl)carbonylthiochroman-1,1-dioxide), ClCCl (dichloromethane), C([O-])([O-])=O.[K+].[K+] (potassium carbonate). The reagents and catalysts are [Cl-].C(C1=CC=CC=C1)[N+](CC)(CC)CC (benzyltriethylammonium chloride). Run in O (water). Yields the product CC1=C2CCCS(C2=CC=C1C(=O)C=1C=NN(C1OS(=O)(=O)CCC)CC)(=O)=O (5-methyl-6-(1-ethyl-5-n-propanesulfonyloxypyrazole-4-yl)carbonylthiochroman-1,1-dioxide). The yield is 47.5%. As a reaction SMILES: [CH3:1][C:2]1[C:11]([C:12]([C:14]2[CH:15]=[N:16][N:17]([CH2:20][CH3:21])[C:18]=2[OH:19])=[O:13])=[CH:10][CH:9]=[C:8]2[C:3]=1[CH2:4][CH2:5][CH2:6][S:7]2(=[O:23])=[O:22].ClCCl.C(=O)([O-])[O-].[K+].[K+].[CH2:33]([S:36](Cl)(=[O:38])=[O:37])[CH2:34][CH3:35]>[Cl-].C([N+](CC)(CC)CC)C1C=CC=CC=1.O>[CH3:1][C:2]1[C:11]([C:12]([C:14]2[CH:15]=[N:16][N:17]([CH2:20][CH3:21])[C:18]=2[O:19][S:36]([CH2:33][CH2:34][CH3:35])(=[O:38])=[O:37])=[O:13])=[CH:10][CH:9]=[C:8]2[C:3]=1[CH2:4][CH2:5][CH2:6][S:7]2(=[O:23])=[O:22] |f:2.3.4,6.7|. Procedure details: A 30-ml eggplant type flask was charged with 0.30 g (0.86 mmol) of 5-methyl-6-(1-ethyl-5-hydroxypyrazol-4-yl)carbonylthiochroman-1,1-dioxide, 25 ml of dichloromethane, 5 ml of water and 0.14 g (0.86 mmol, 1 equivalent) of potassium carbonate. While the mixture was stirred at room temperature, 0.14 g (0.95 mmol, 1.1 equivalents) of n-propanesulfonyl chloride was dropwise added. 5 mg of benzyltriethylammonium chloride (BTEAC) was added, and the mixture was allowed to react at the above temperature... The reactants are C1(=CC=CC=C1)S(=O)(=O)N1C(=CC=2C1=NC=C(C2)F)C(=CC2CCOCC2)OS(=O)(=O)C2=CC=C(C=C2)C (toluene-4-sulfonic acid 1-(1-benzenesulfonyl-5-fluoro-1H-pyrrolo[2,3-b]pyridin-2-yl)-2-(tetrahydro-pyran-4-yl)-vinyl ester), COC(C1=C(C=C(C=C1)B1OC(C(O1)(C)C)(C)C)F)=O (2-fluoro-4-(4,4,5,5-tetramethyl-[1,3,2]dioxaborolan-2-yl)-benzoic acid methyl ester), C([O-])([O-])=O.[Na+].[Na+] (sodium carbonate). Reagents/catalysts: Cl[Pd]([P](C1=CC=CC=C1)(C2=CC=CC=C2)C3=CC=CC=C3)([P](C4=CC=CC=C4)(C5=CC=CC=C5)C6=CC=CC=C6)Cl (dichlorobis(triphenylphosphine)palladium). The solvent is C(C)(=O)OCC (ethyl acetate), O1CCOCC1 (dioxane). Product: COC(C1=C(C=C(C=C1)C(=CC1CCOCC1)C1=CC=2C(=NC=C(C2)F)N1S(=O)(=O)C1=CC=CC=C1)F)=O (4[1-(1-benzenesulfonyl-5-fluoro-1H-pyrrolo[2,3-b]pyridin-2-yl)-2-(tetrahydro-pyran-4-yl)-vinyl]-2-fluoro-benzoic acid methyl ester). The yield is 74.3%. RXN SMILES: [C:1]1([S:7]([N:10]2[C:14]3=[N:15][CH:16]=[C:17]([F:19])[CH:18]=[C:13]3[CH:12]=[C:11]2[C:20](OS(C2C=CC(C)=CC=2)(=O)=O)=[CH:21][CH:22]2[CH2:27][CH2:26][O:25][CH2:24][CH2:23]2)(=[O:9])=[O:8])[CH:6]=[CH:5][CH:4]=[CH:3][CH:2]=1.[CH3:39][O:40][C:41](=[O:58])[C:42]1[CH:47]=[CH:46][C:45](B2OC(C)(C)C(C)(C)O2)=[CH:44][C:43]=1[F:57].C(=O)([O-])[O-].[Na+].[Na+]>O1CCOCC1.C(OCC)(=O)C.Cl[Pd](Cl)([P](C1C=CC=CC=1)(C1C=CC=CC=1)C1C=CC=CC=1)[P](C1C=CC=CC=1)(C1C=CC=CC=1)C1C=CC=CC=1>[CH3:39][O:40][C:41](=[O:58])[C:42]1[CH:47]=[CH:46][C:45]([C:20]([C:11]2[N:10]([S:7]([C:1]3[CH:2]=[CH:3][CH:4]=[CH:5][CH:6]=3)(=[O:8])=[O:9])[C:14]3=[N:15][CH:16]=[C:17]([F:19])[CH:18]=[C:13]3[CH:12]=2)=[CH:21][CH:22]2[CH2:23][CH2:24][O:25][CH2:26][CH2:27]2)=[CH:44][C:43]=1[F:57] |f:2.3.4,^1:79,98|. Reported procedure: To a mixture of toluene-4-sulfonic acid 1-(1-benzenesulfonyl-5-fluoro-1H-pyrrolo[2,3-b]pyridin-2-yl)-2-(tetrahydro-pyran-4-yl)-vinyl ester (prepared as in Example 122, 0.57 g, 1 mmol), 2-fluoro-4-(4,4,5,5-tetramethyl-[1,3,2]dioxaborolan-2-yl)-benzoic acid methyl ester (prepared as in Example 95, 1.2 g, 4.2 mmol) and dichlorobis(triphenylphosphine)palladium (II) (70 mg, 0.1 mmol) in dioxane (8 mL) was added an aqueous sodium carbonate solution (2 M, 1.25 mL). The resulting mixture was subjected t... Reactants: CCOC(=O)C=1C=CC(=NC1)C#CC=2C=CC3=C(C2)C(CCS3)(C)C (tazarotene), CO (methanol), NaIO4. The solvent is O (water). Run at time 18 hour. Yields the product C(C)OC(C1=CN=C(C=C1)C#CC=1C=C2C(CCS(C2=CC1)=O)(C)C)=O (6-(4,4-Dimethyl-1-oxo-1λ4-thiochroman-6-ylethynyl)nicotinic acid ethyl ester). RXN SMILES: [CH3:1][CH2:2][O:3][C:4]([C:6]1[CH:7]=[CH:8][C:9]([C:12]#[C:13][C:14]2[CH:15]=[CH:16][C:17]3[S:23][CH2:22][CH2:21][C:20]([CH3:25])([CH3:24])[C:18]=3[CH:19]=2)=[N:10][CH:11]=1)=[O:5].C[OH:27]>O>[CH2:2]([O:3][C:4](=[O:5])[C:6]1[CH:7]=[CH:8][C:9]([C:12]#[C:13][C:14]2[CH:19]=[C:18]3[C:17](=[CH:16][CH:15]=2)[S:23](=[O:27])[CH2:22][CH2:21][C:20]3([CH3:24])[CH3:25])=[N:10][CH:11]=1)[CH3:1]. Reported procedure: A suspension of tazarotene (10.0 g, 28.5 mmol) in methanol (300 mL) was chilled in an ice water bath to <10° C., and then charged with the dropwise addition of a solution of NaIO4 (9.13 g, 42.7 mmol) in water (100 mL) over 30 minutes. The reaction was allowed to warm to room temperature while stirring for 18 hours, and was then concentrated under reduced pressure to remove as much methanol as possible. The reaction was then diluted with DCM (500 mL) and water (150 mL). The two layers were then s...